From a dataset of the Open Reaction Database (ORD), a public repository of structured organic reaction records. describe an organic reaction: reactants, conditions, products, and yield The reactants are COC(C1=CC=C(C=C1)CP1(OCC(CO1)(C)C)=O)=O (4-(5,5-Dimethyl-2-oxo-2λ5-[1,3,2]dioxaphosphinan-2-ylmethyl)-benzoic acid methyl ester), [Li+].[OH-] (LiOH). Run in O1CCOCC1 (dioxane). Reaction conditions: time 4 hour. Product: CC1(COP(OC1)(=O)CC1=CC=C(C(=O)O)C=C1)C (4-(5,5-Dimethyl-2-oxo-2λ5-[1,3,2]dioxaphosphinan-2-ylmethyl)-benzoic acid). RXN SMILES: C[O:2][C:3](=[O:20])[C:4]1[CH:9]=[CH:8][C:7]([CH2:10][P:11]2(=[O:19])[O:16][CH2:15][C:14]([CH3:18])([CH3:17])[CH2:13][O:12]2)=[CH:6][CH:5]=1.[Li+].[OH-]>O1CCOCC1>[CH3:17][C:14]1([CH3:18])[CH2:15][O:16][P:11]([CH2:10][C:7]2[CH:8]=[CH:9][C:4]([C:3]([OH:20])=[O:2])=[CH:5][CH:6]=2)(=[O:19])[O:12][CH2:13]1 |f:1.2|. Procedure: 4-(5,5-Dimethyl-2-oxo-2λ5-[1,3,2]dioxaphosphinan-2-ylmethyl)-benzoic acid methyl ester (0.23 g, 0.75 mmol) was made 0.25 M in dioxane and to this stirring solution was added 3 N aq LiOH (0.05 g, 2.26 mmol). The resulting mixture was stirred at ambient temperature for 4 hours. The reaction mixture was concentrated in vacuo and carried directly onto subsequent coupling without further purification: MS: cal'd 285 (MH+), exp 285 (MH+). The reactants are C([O-])(O)=O.[Na+] (sodium bicarbonate), N(=O)[O-].[Na+] (Sodium nitrite), Cl (hydrochloric acid), C(C)(=O)O (acetic acid), C(C)(CC)[C@H]1CN(CCN1C)C(=O)C1=CC(=C(N=N1)C(=O)NN)CC(C)C (6-((S)-3-sec-Butyl-4-methyl-piperazine-1-carbonyl)-4-isobutyl-pyridazine-3-carboxylic acid hydrazide), N[C@@H](C(C)C)CO (L-valinol), glass. The solvent is O (water). Reaction conditions: temperature 0 celsius, time 5 minute. The product is OC[C@H](C(C)C)NC(=O)C=1N=NC(=CC1CC(C)C)C(=O)N1C[C@@H](N(CC1)C)C(C)CC (6-((S)-3-sec-Butyl-4-methyl-piperazine-1-carbonyl)-4-isobutyl-pyridazine-3-carboxylic acid ((S)-1-hydroxymethyl-2-methyl-propyl)-amide). Isolated yield 85.9%. As a reaction SMILES: N([O-])=O.[Na+].Cl.C(O)(=O)C.[CH:10]([C@@H:14]1[N:19]([CH3:20])[CH2:18][CH2:17][N:16]([C:21]([C:23]2[N:28]=[N:27][C:26]([C:29]([NH:31]N)=[O:30])=[C:25]([CH2:33][CH:34]([CH3:36])[CH3:35])[CH:24]=2)=[O:22])[CH2:15]1)([CH2:12][CH3:13])[CH3:11].C(=O)(O)[O-].[Na+].N[C@H:43]([CH2:47][OH:48])[CH:44]([CH3:46])[CH3:45]>O>[OH:48][CH2:47][C@@H:43]([NH:31][C:29]([C:26]1[N:27]=[N:28][C:23]([C:21]([N:16]2[CH2:17][CH2:18][N:19]([CH3:20])[C@@H:14]([CH:10]([CH2:12][CH3:13])[CH3:11])[CH2:15]2)=[O:22])=[CH:24][C:25]=1[CH2:33][CH:34]([CH3:36])[CH3:35])=[O:30])[CH:44]([CH3:46])[CH3:45] |f:0.1,5.6|. Reported procedure: A 7 mL glass vial was charged with 500 μL water and cooled to 0° C. Sodium nitrite (1.8 mg, 0.026 mmol, 180 μL of 10 mg/mL aqueous solution), 1M hydrochloric acid (52 μL, 0.052 mmol) and acetic acid (0.039 mmol, 2.3 mg, 230 μL of 10 mg/mL aqueous solution) were added sequentially and stirred for ca. five minutes. A solution of acyl hydrazide 14 (5 mg in 500 μL THF:200 μL H2O, 0.013 mmol) was added slowly and the reaction mixture was stirred at 0° C. for 10 minutes. The acidic solution was neutra... The reactants are C(O)([O-])=O.[Na+] (sodium hydrogen carbonate), C(C)(C)(C)C1=NC=C(C(=N1)Cl)C(=O)N([C@H]1C[C@H](CN(C1)C(=O)OC(C)(C)C)C(=O)OC)CC(C)C (1-tert-butyl 3-methyl (3R*,5S*)-5-{[(2-tert-butyl-4-chloropyrimidin-5-yl)carbonyl](isobutyl)amino}piperidine-1,3-dicarboxylate), C(C)(C)N(CC)C(C)C (diisopropylethylamine), S1C(=CC=C1)CN (1-thiophen-2-ylmethanamine). The solvent is CN(C)C=O (DMF), CN(C)C=O (DMF). Reaction conditions: temperature 80 celsius, time 8 hour. Yields the product C(C)(C)(C)C1=NC=C(C(=N1)NCC=1SC=CC1)C(=O)N([C@@H]1C[C@@H](CNC1)C(=O)OC)CC(C)C (methyl (3S*,5R*)-5-[({2-tert-butyl-4-[(thiophen-2-ylmethyl)amino]pyrimidin-5-yl}carbonyl)(2-methylpropyl)amino]piperidine-3-carboxylate). Isolated yield 6.4%. RXN SMILES: [C:1]([C:5]1[N:10]=[C:9](Cl)[C:8]([C:12]([N:14]([CH2:32][CH:33]([CH3:35])[CH3:34])[C@@H:15]2[CH2:20][N:19](C(OC(C)(C)C)=O)[CH2:18][C@H:17]([C:28]([O:30][CH3:31])=[O:29])[CH2:16]2)=[O:13])=[CH:7][N:6]=1)([CH3:4])([CH3:3])[CH3:2].C(N(C(C)C)CC)(C)C.[S:45]1[CH:49]=[CH:48][CH:47]=[C:46]1[CH2:50][NH2:51].C(=O)([O-])O.[Na+]>CN(C=O)C>[C:1]([C:5]1[N:10]=[C:9]([NH:51][CH2:50][C:46]2[S:45][CH:49]=[CH:48][CH:47]=2)[C:8]([C:12]([N:14]([CH2:32][CH:33]([CH3:35])[CH3:34])[C@H:15]2[CH2:20][NH:19][CH2:18][C@@H:17]([C:28]([O:30][CH3:31])=[O:29])[CH2:16]2)=[O:13])=[CH:7][N:6]=1)([CH3:4])([CH3:2])[CH3:3] |f:3.4|. Procedure: To a solution of 1-tert-butyl 3-methyl (3R*,5S*)-5-{[(2-tert-butyl-4-chloropyrimidin-5-yl)carbonyl](isobutyl)amino}piperidine-1,3-dicarboxylate (51.1 mg) and diisopropylethylamine (38 mg) in DMF (0.5 ml) was added a solution of 1-thiophen-2-ylmethanamine (23 mg) in DMF (0.5 ml) and the mixture was stirred at 80° C. overnight. 2% Aqueous sodium hydrogen carbonate was added to the reaction mixture and the mixture was extracted with ethyl acetate, and the extract was concentrated by a nitrogen gas ... The reactants are CC=1C=CC(=NC1)N(CCC1=CC=C(C=C1)O)CC1=CC(=CC=C1)OC(F)(F)F (4-(2-{(5-methylpyridin-2-yl)[3-(trifluoromethoxy)benzyl]amino}ethyl)phenol), C(C)(C)(C)OC(CBr)=O (tert-butyl-bromo-acetate), C(=O)(C(F)(F)F)O (TFA). The product is CC=1C=CC(=NC1)N(CCC1=CC=C(OCC(=O)O)C=C1)CC1=CC(=CC=C1)OC(F)(F)F ([4-(2-{(5-Methylpyridin-2-yl)[3-(trifluoromethoxy)benzyl]amino}ethyl)phenoxy]acetic acid). As a reaction SMILES: [CH3:1][C:2]1[CH:3]=[CH:4][C:5]([N:8]([CH2:18][C:19]2[CH:24]=[CH:23][CH:22]=[C:21]([O:25][C:26]([F:29])([F:28])[F:27])[CH:20]=2)[CH2:9][CH2:10][C:11]2[CH:16]=[CH:15][C:14]([OH:17])=[CH:13][CH:12]=2)=[N:6][CH:7]=1.C([O:34][C:35](=[O:38])[CH2:36]Br)(C)(C)C.C(O)(C(F)(F)F)=O>>[CH3:1][C:2]1[CH:3]=[CH:4][C:5]([N:8]([CH2:18][C:19]2[CH:24]=[CH:23][CH:22]=[C:21]([O:25][C:26]([F:29])([F:27])[F:28])[CH:20]=2)[CH2:9][CH2:10][C:11]2[CH:12]=[CH:13][C:14]([O:17][CH2:36][C:35]([OH:38])=[O:34])=[CH:15][CH:16]=2)=[N:6][CH:7]=1. Procedure details: Similarly prepared by alkylation of 4-(2-{(5-methylpyridin-2-yl)[3-(trifluoromethoxy)benzyl]amino}ethyl)phenol with tert-butyl-bromo-acetate, followed by standard TFA hydrolysis (general procedure I). The reactants are C(CCC)OC(CCCC1=CC=C(C=C1)OCC1=CC=CC=C1)C(F)(F)F ((+)-4-(4-butoxy-5,5,5-trifluoropentyl)-1-benzyloxybenzene). The reagents and catalysts are [Pd] (Pd/C), [Pd] (Pd/C). Solvent: C(C)O (ethanol). Run at time 5 hour. The product is C(CCC)OC(CCCC1=CC=C(C=C1)O)C(F)(F)F ((+)-4-(4-butoxy-5,5,5-trifluoropentyl)phenol). Isolated yield 99.2%. Reaction SMILES: [CH2:1]([O:5][CH:6]([C:24]([F:27])([F:26])[F:25])[CH2:7][CH2:8][CH2:9][C:10]1[CH:15]=[CH:14][C:13]([O:16]CC2C=CC=CC=2)=[CH:12][CH:11]=1)[CH2:2][CH2:3][CH3:4]>C(O)C.[Pd]>[CH2:1]([O:5][CH:6]([C:24]([F:25])([F:26])[F:27])[CH2:7][CH2:8][CH2:9][C:10]1[CH:11]=[CH:12][C:13]([OH:16])=[CH:14][CH:15]=1)[CH2:2][CH2:3][CH3:4]. Procedure details: 0.95 g (2.5 mmol) of the product (22-1) of Preparation Example 39 was dissolved in 50 ml of ethanol, and the solution was added with 0.1 g of 10% Pd/C and stirred vigorously under hydrogen pressure of 1-1.2 atm. for 5 hours. After the reaction, Pd/C was filtered out and the filtrate was concentrated under reduced pressure to give 0.72 g of (+)-4-(4-butoxy-5,5,5-trifluoropentyl)phenol (3-23). Yield: 99%; [α]D20 =-2.9° (c=1, CHCl3). The reactants are N1=C(C=CC2=CC=CC=C12)N1CCN(CC1)CCCCC(=O)NC1=C(CCCC1)C(=O)O (2-[5-(4-quinolin-2-ylpiperazin-1-yl)-pentanoylamino]cyclohex-1-enecarboxylic acid), C(C)(=O)OC(C)=O (acetic anhydride), CN.CO (methylamine methanol). Run in O1CCCC1 (tetrahydrofuran). Yields the product CN1C(=NC=2CCCCC2C1=O)CCCCN1CCN(CC1)C1=NC2=CC=CC=C2C=C1 (3-methyl-2-[4-(4-quinolin-2-ylpiperazin-1-yl)butyl]-5,6,7,8-tetrahydro-3H-quinazolin-4-one). Yield: 89.3%. RXN SMILES: [N:1]1[C:10]2[C:5](=[CH:6][CH:7]=[CH:8][CH:9]=2)[CH:4]=[CH:3][C:2]=1[N:11]1[CH2:16][CH2:15][N:14]([CH2:17][CH2:18][CH2:19][CH2:20][C:21]([NH:23][C:24]2[CH2:29][CH2:28][CH2:27][CH2:26][C:25]=2[C:30](O)=[O:31])=O)[CH2:13][CH2:12]1.C(OC(=O)C)(=O)C.[CH3:40][NH2:41].CO>O1CCCC1>[CH3:40][N:41]1[C:30](=[O:31])[C:25]2[CH2:26][CH2:27][CH2:28][CH2:29][C:24]=2[N:23]=[C:21]1[CH2:20][CH2:19][CH2:18][CH2:17][N:14]1[CH2:15][CH2:16][N:11]([C:2]2[CH:3]=[CH:4][C:5]3[C:10](=[CH:9][CH:8]=[CH:7][CH:6]=3)[N:1]=2)[CH2:12][CH2:13]1 |f:2.3|. Procedure details: In 30 ml of tetrahydrofuran, 10.0 g of 2-[5-(4-quinolin-2-ylpiperazin-1-yl)-pentanoylamino]cyclohex-1-enecarboxylic acid as synthesized in above Step 7-1-E was suspended, and to the suspension, 7.0 g of 3 equivalent of acetic anhydride was added, followed by an hour's heating under reflux. The solution was cooled with ice, and while continuing the cooling, 35.6 ml of excessive 40% methylamine-methanol solution was gradually added. After about 10 minutes' refluxing under stirring, the temperature... Starting materials: FC=1C=C(C(=O)Cl)C=CC1 (3-fluorobenzoyl chloride), BrCC1=CC(=C(C=C1)SC)F (4-(bromomethyl)-2-fluoro-1-(methylsulfanyl)benzene), BrC1=CC=C(CBr)C=C1 (4-bromobenzylbromide), BrC1=CC=C(C(=O)Cl)C=C1 (4-bromobenzoyl chloride). Product: BrC1=CC=C(C=C1)CC(=O)C1=CC(=CC=C1)F (2-(4-Bromophenyl)-1-(3-fluorophenyl)-1-ethanone). Reaction SMILES: [F:1][C:2]1[CH:3]=[C:4]([CH:8]=[CH:9][CH:10]=1)[C:5](Cl)=[O:6].[Br:11][C:12]1[CH:19]=[CH:18][C:15]([CH2:16]Br)=[CH:14][CH:13]=1.BrC1C=CC(C(Cl)=O)=CC=1.BrCC1C=CC(SC)=C(F)C=1>>[Br:11][C:12]1[CH:19]=[CH:18][C:15]([CH2:16][C:5]([C:4]2[CH:8]=[CH:9][CH:10]=[C:2]([F:1])[CH:3]=2)=[O:6])=[CH:14][CH:13]=1. Reported procedure: The title compound was prepared according to the procedure of Example 169 step 3 using 3-fluorobenzoyl chloride and 4-bromobenzylbromide, instead of 4-bromobenzoyl chloride and 4-(bromomethyl)-2-fluoro-1-(methylsulfanyl)benzene. The reactants are Cc1c([N+](=O)[O-])ccc2c1N(C(=O)OC(C)(C)C)CC2, CO, [H][H]. Yields the product Cc1c(N)ccc2c1N(C(=O)OC(C)(C)C)CC2. RXN SMILES: [C:1]([CH3:2])([CH3:3])([CH3:4])[O:5][C:6](=[O:7])[N:8]1[CH2:9][CH2:10][c:11]2[cH:12][cH:13][c:14]([N+:18]([O-:19])=[O:20])[c:15]([CH3:17])[c:16]21.[CH3:23][OH:24].[H:21][H:22]>>[C:1]([CH3:2])([CH3:3])([CH3:4])[O:5][C:6](=[O:7])[N:8]1[CH2:9][CH2:10][c:11]2[cH:12][cH:13][c:14]([NH2:18])[c:15]([CH3:17])[c:16]21. The reactants are Cl(=O)(=O)(=O)[O-].C1=CC=CC2=[S+]C3=CC=CC=C3C=C12 (thioxanthylium perchlorate), [C-]#N.[K+] (potassium cyanide). Run in O (water), C(Cl)Cl (methylene chloride). Run at time 1 hour. Yields the product C(#N)C1C2=CC=CC=C2SC=2C=CC=CC12 (9-cyano-thioxanthene). The yield is 91.2%. RXN SMILES: Cl([O-])(=O)(=O)=O.[CH:6]1[C:19]2[C:10](=[S+:11][C:12]3[C:17]([CH:18]=2)=[CH:16][CH:15]=[CH:14][CH:13]=3)[CH:9]=[CH:8][CH:7]=1.[C-:20]#[N:21].[K+]>O.C(Cl)Cl>[C:20]([CH:18]1[C:17]2[CH:16]=[CH:15][CH:14]=[CH:13][C:12]=2[S:11][C:10]2[C:19]1=[CH:6][CH:7]=[CH:8][CH:9]=2)#[N:21] |f:0.1,2.3|. Procedure details: 8.0 g (27.0 mmol) of thioxanthylium perchlorate [C. C. Price et al, J. Amer. Chem. Soc. 85, 2278 (1963)] are added to a well-stiffed mixture of 3.5 g (53.8 mmol) of potassium cyanide in 4 ml of water and 30 ml of methylene chloride under a nitrogen atmosphere. After one hour, the mixture is dried over potassium carbonate and filtered and the flitrate is concentrated on a vacuum rotary evaporator. Crystallization of the residue from isopropanol gives 5.5 g (91%) of 9-cyano-thioxanthene, melting p...